From a dataset of the Open Reaction Database (ORD), a public repository of structured organic reaction records. describe an organic reaction: reactants, conditions, products, and yield The reactants are CC(C)=O, COC(=O)C1(CCCC=O)CCN(C(=O)OC(C)(C)C)CC1. Product: COC(=O)C1(CCCC(=O)O)CCN(C(=O)OC(C)(C)C)CC1. Reaction SMILES: [CH3:23][C:24]([CH3:25])=[O:26].[O:1]=[CH:2][CH2:3][CH2:4][CH2:5][C:6]1([C:19](=[O:20])[O:21][CH3:22])[CH2:7][CH2:8][N:9]([C:12](=[O:13])[O:14][C:15]([CH3:16])([CH3:17])[CH3:18])[CH2:10][CH2:11]1>>[O:1]=[C:2]([CH2:3][CH2:4][CH2:5][C:6]1([C:19](=[O:20])[O:21][CH3:22])[CH2:7][CH2:8][N:9]([C:12](=[O:13])[O:14][C:15]([CH3:16])([CH3:17])[CH3:18])[CH2:10][CH2:11]1)[OH:26]. Reactants: C(C)(C)C=1C=C(C(=O)O)C=CC1 (3-isopropyl-benzoic acid), O=S(Cl)Cl (SOCl2). Conditions: temperature 100 celsius, time 2 hour. The yield is 91.0%. As a reaction SMILES: [CH:1]([C:4]1[CH:5]=[C:6]([CH:10]=[CH:11][CH:12]=1)[C:7](O)=[O:8])([CH3:3])[CH3:2].O=S(Cl)[Cl:15]>>[CH:1]([C:4]1[CH:5]=[C:6]([CH:10]=[CH:11][CH:12]=1)[C:7]([Cl:15])=[O:8])([CH3:3])[CH3:2]. Product: C(C)(C)C=1C=C(C(=O)Cl)C=CC1 (3-isopropyl-benzoyl chloride). Procedure details: A mixture of 3-isopropyl-benzoic acid (5.00 g, 30.4 mmol) in SOCl2 (50 ml) was stirred at 100° C. for 2 h. The reaction mixture was concentrated to give 3-isopropyl-benzoyl chloride (5.00 g, 91%). Procedure: A solution of 6-methylpyridine-2,4-diol (1.75 g, 14.0 mmol) in dry DMF (6.0 mL) is stirred under N2 and phosphorus oxybromide (3.05 g, 10.6 mmol) is added in one portion. The mixture is heated at 110° C. for 45 min and then cooled and diluted with water (7 mL). Na2CO3 (s) is added to bring the pH to 7 and the resulting suspension is cooled to 0° C. The product is collected by suction filtration, rinsing with cold water and diethyl ether, and dried overnight in a vacuum desiccator to afford the t... The reactants are P(=O)(Br)(Br)Br (phosphorus oxybromide), CC1=CC(=CC(=N1)O)O (6-methylpyridine-2,4-diol), C(=O)([O-])[O-].[Na+].[Na+] (Na2CO3). Reaction conditions: temperature 110 celsius. Yield: 46.2%. Product: BrC1=CC(=NC(=C1)C)O (4-Bromo-6-methylpyridin-2-ol). Solvent: O (water), CN(C)C=O (DMF). Reaction SMILES: [CH3:1][C:2]1[N:7]=[C:6]([OH:8])[CH:5]=[C:4](O)[CH:3]=1.P(Br)(Br)([Br:12])=O.C([O-])([O-])=O.[Na+].[Na+]>CN(C=O)C.O>[Br:12][C:4]1[CH:3]=[C:2]([CH3:1])[N:7]=[C:6]([OH:8])[CH:5]=1 |f:2.3.4|. The reactants are [Li+].C[Si](C)(C)[N-][Si](C)(C)C (LHMDS), COC1=C(CNC2=NC=NS2)C=CC(=C1)OC (N-(2,4-Dimethoxybenzyl)-1,2,4-thiadiazol-5-amine), BrC=1C(=CC2=C(NC(O2)=O)C1)S(=O)(=O)Cl (5-Bromo-2-oxo-2,3-dihydrobenzo[d]oxazole-6-sulfonyl chloride). Solvent: C1CCOC1 (THF), C1CCOC1 (THF). Reaction conditions: time 30 minute. The product is BrC=1C(=CC2=C(NC(O2)=O)C1)S(=O)(=O)N(C1=NC=NS1)CC1=C(C=C(C=C1)OC)OC (5-Bromo-N-(2,4-dimethoxybenzyl)-2-oxo-N-(1,2,4-thiadiazol-5-yl)-2,3-dihydrobenzo[d]oxazole-6-sulfonamide). As a reaction SMILES: [Li+].C[Si]([N-][Si](C)(C)C)(C)C.[CH3:11][O:12][C:13]1[CH:25]=[C:24]([O:26][CH3:27])[CH:23]=[CH:22][C:14]=1[CH2:15][NH:16][C:17]1[S:21][N:20]=[CH:19][N:18]=1.[Br:28][C:29]1[C:30]([S:39](Cl)(=[O:41])=[O:40])=[CH:31][C:32]2[O:36][C:35](=[O:37])[NH:34][C:33]=2[CH:38]=1>C1COCC1>[Br:28][C:29]1[C:30]([S:39]([N:16]([CH2:15][C:14]2[CH:22]=[CH:23][C:24]([O:26][CH3:27])=[CH:25][C:13]=2[O:12][CH3:11])[C:17]2[S:21][N:20]=[CH:19][N:18]=2)(=[O:40])=[O:41])=[CH:31][C:32]2[O:36][C:35](=[O:37])[NH:34][C:33]=2[CH:38]=1 |f:0.1|. Procedure details: Added LHMDS (1603 μl, 1.603 mmol, 1M in THF) to 1-3 (422 mg, 1.679 mmol) in THF (1908 μl) at −78° C. Removed cooling bath and stirred at RT for 30 min. Cooled back to −78 C and slowly added the 35-2 (159 mg, 0.509 mmol) in THF (636 μl). The resulting reaction mixture was allowed to slowly warm to RT while remaining in bath. After 2 h, quenched with 5 mL saturated NH4Cl and diluted with 10 mL EtOAc. Separated layers, back-extracted aqueous with 3×5 mL EtOAc. Dried over Na2SO4, filtered, concentra... Starting materials: C(C=C)N1[C@@H](CCCC1)[C@H](C1=CC=CC=C1)NC1=CC(=NC2=C(C=CC=C12)OCCN)C ([(S)—((S)-1-Allylpiperidin-2-yl)-phenyl methyl]-[8-(2-aminoethoxy)-2-methylquinolin-4-yl]-amine), CS(=O)(=O)Cl (methanesulfonyl chloride). The product is C(C=C)N1[C@@H](CCCC1)[C@H](C1=CC=CC=C1)NC1=CC(=NC2=C(C=CC=C12)OCCNS(=O)(=O)C)C (N-[2-(4-{[(S)—((S)-1-Allylpiperidin-2-yl)-phenylmethyl]-amino}-2-methylquinolin-8-yloxy)ethyl]methanesulfonamide). As a reaction SMILES: [CH2:1]([N:4]1[CH2:9][CH2:8][CH2:7][CH2:6][C@H:5]1[C@@H:10]([NH:17][C:18]1[C:27]2[C:22](=[C:23]([O:28][CH2:29][CH2:30][NH2:31])[CH:24]=[CH:25][CH:26]=2)[N:21]=[C:20]([CH3:32])[CH:19]=1)[C:11]1[CH:16]=[CH:15][CH:14]=[CH:13][CH:12]=1)[CH:2]=[CH2:3].[CH3:33][S:34](Cl)(=[O:36])=[O:35]>>[CH2:1]([N:4]1[CH2:9][CH2:8][CH2:7][CH2:6][C@H:5]1[C@@H:10]([NH:17][C:18]1[C:27]2[C:22](=[C:23]([O:28][CH2:29][CH2:30][NH:31][S:34]([CH3:33])(=[O:36])=[O:35])[CH:24]=[CH:25][CH:26]=2)[N:21]=[C:20]([CH3:32])[CH:19]=1)[C:11]1[CH:12]=[CH:13][CH:14]=[CH:15][CH:16]=1)[CH:2]=[CH2:3]. Reported procedure: Preparation was made using a similar procedure as described in example 21. Starting materials were [(S)—((S)-1-allylpiperidin-2-yl)-phenylmethyl]-[8-(2-aminoethoxy)-2-methylquinolin-4-yl]-amine (example 34) and methanesulfonyl chloride. Reactants: CC1(C=CC(C1)=O)C (4,4-dimethylcyclopent-2-enone), [C-]#N.[K+] (potassium cyanide), CC(=O)O (AcOH). Solvent: CCO (EtOH), O (water). Run at temperature 40 celsius. Yields the product CC1(C(CC(C1)=O)C(=O)O)C (2,2-dimethyl-4-oxocyclopentanecarboxylic acid). RXN SMILES: [CH3:1][C:2]1([CH3:8])[CH2:6][C:5](=[O:7])[CH:4]=[CH:3]1.[C-]#N.[K+].C[C:13]([OH:15])=[O:14]>CCO.O>[CH3:1][C:2]1([CH3:8])[CH2:6][C:5](=[O:7])[CH2:4][CH:3]1[C:13]([OH:15])=[O:14] |f:1.2|. Reported procedure: To a solution of 4,4-dimethylcyclopent-2-enone (2.0 g, 18 mmol) in EtOH (50 mL), water (7.5 mL) and AcOH (1.5 mL) was added potassium cyanide (2.36 g, 36.3 mmol). The reaction mixture was heated to about 40° C. and after about 15 h the reaction mixture was concentrated under reduced pressure. The residue was diluted with EtOAc (50 mL) and washed with brine. The organic layer was separated, dried over anhydrous Na2SO4, filtered, and concentrated. The residue was dissolved in aqueous HCl (6N, 50 m... Reactants: S([O-])(O)=O.[Na+] (sodium bisulfite), C(C)(=O)OO (peracetic acid), C(C=CCCCCCCCC)(=O)N (undecenamide), ( 8 ), C(C)(=O)[O-].[Na+] (sodium acetate), C(C)(=O)OO (peracetic acid), ( 8 ), amide. The solvent is O (water), C(Cl)Cl (methylene chloride), C(Cl)Cl (methylene chloride). Reported procedure: To a 500 mL, three-necked round bottom flask (fitted with a reflux condenser, addition funnel, and stir bar) was added undecenamide according to the above formula (8) (8.90 g, 22.7 mmol, 45.3 mmol double bonds), sodium acetate (0.63 g), and methylene chloride (170 mL). To the addition funnel was added 32 wt % peracetic acid (19.1 mL of 32 wt %, 21.6 g of 32 wt %, 6.91 g of peracetic acid, and 90.9 mmol of peracetic acid). The peracetic acid solution was added dropwise over 20 minutes to the susp... As a reaction SMILES: [C:1]([NH2:13])(=[O:12])[CH:2]=[CH:3][CH2:4][CH2:5][CH2:6][CH2:7][CH2:8][CH2:9][CH2:10][CH3:11].[C:14]([O-:17])(=O)[CH3:15].[Na+].[C:19](OO)(=O)[CH3:20].S(=O)(O)[O-].[Na+]>C(Cl)Cl.O>[CH2:1]([NH:13][C:14](=[O:17])[CH2:15][CH2:3][CH2:4][CH2:5][CH2:6][CH2:7][CH2:8][CH2:9][CH:19]=[CH2:20])[CH2:2][NH:13][C:1](=[O:12])[CH2:2][CH2:3][CH2:4][CH2:5][CH2:6][CH2:7][CH2:8][CH2:9][CH:10]=[CH2:11] |f:1.2,4.5|. Product: C(CNC(CCCCCCCCC=C)=O)NC(CCCCCCCCC=C)=O (N,N′-ethylenebis(10-undecenamide)). Reaction conditions: temperature 15 celsius. Reactants: CC(=O)C (acetone), O=C[C@@H](O)[C@@H](O)[C@H](O)[C@H](O)CO (D-mannose), [Sb](Cl)(Cl)(Cl)(Cl)Cl (antimony pentachloride), N1=CC=CC=C1 (pyridine). Conditions: temperature 60 celsius, time 8 hour. The product is CC1(OC[C@@H](O1)[C@@H]2[C@H]3[C@@H]([C@H](O2)O)OC(O3)(C)C)C (2,3:5,6-di-O-isopropylidene-α-D-mannofuranose). The yield is 80.4%. Reaction SMILES: [CH3:1][C:2]([CH3:4])=[O:3].O=[CH:6][C@H:7]([C@H:9]([C@@H:11]([C@@H:13]([CH2:15][OH:16])[OH:14])[OH:12])[OH:10])[OH:8].[Sb](Cl)(Cl)(Cl)(Cl)Cl.N1C=C[CH:26]=[CH:25][CH:24]=1>>[CH3:1][C:2]1([CH3:4])[O:8][C@@H:7]([C@H:9]2[O:10][C@H:15]([OH:16])[C@H:13]3[O:14][C:25]([CH3:26])([CH3:24])[O:12][C@@H:11]23)[CH2:6][O:3]1. Reported procedure: To 200 ml of acetone were added 10.0 g of D-mannose and 89.7 mg of antimony pentachloride, and the mixture was refluxed with stirring in a water bath of 60° C. for 8 hours. During this reaction, the refluxing solvent was dried with 20 g of Molecular Sieves 3A interposed between the reaction vessel and the condenser. After completion of the reaction, a small amount of pyridine was added to the reaction mixture, and the acetone was distilled off under reduced pressure. The residue was dissolved in...